This data is from the Open Reaction Database (ORD), a public repository of structured organic reaction records. The task is: describe an organic reaction: reactants, conditions, products, and yield The reactants are C(#N)C=1C=C(C=CC1)C1CCC=2NC(=CC21)C(=O)OC (methyl 4-(3-cyanophenyl)-1,4,5,6-tetrahydrocyclopenta[b]pyrrole-2-carboxylate), [OH-].[Li+] (lithium hydroxide), C1CCOC1 (THF). Run in CO (methanol). The product is C(#N)C=1C=C(C=CC1)C1CCC=2NC(=CC21)C(=O)O (4-(3-cyanophenyl)-1,4,5,6-tetrahydrocyclopenta[b]pyrrole-2-carboxylic acid). Yield: 44.0%. Reaction SMILES: [C:1]([C:3]1[CH:4]=[C:5]([CH:9]2[C:16]3[CH:15]=[C:14]([C:17]([O:19]C)=[O:18])[NH:13][C:12]=3[CH2:11][CH2:10]2)[CH:6]=[CH:7][CH:8]=1)#[N:2].[OH-].[Li+].C1COCC1>CO>[C:1]([C:3]1[CH:4]=[C:5]([CH:9]2[C:16]3[CH:15]=[C:14]([C:17]([OH:19])=[O:18])[NH:13][C:12]=3[CH2:11][CH2:10]2)[CH:6]=[CH:7][CH:8]=1)#[N:2] |f:1.2|. Reported procedure: The title compound was synthesized from methyl 4-(3-cyanophenyl)-1,4,5,6-tetrahydrocyclopenta[b]pyrrole-2-carboxylate (0.021 g, 0.079 mmol) and lithium hydroxide (0.035 g, 0.83 mmol), according to General Procedure 7. A 1:1 mixture of THF and methanol (2 mL) was used. The resulting product was purified by reverse phase HPLC, eluting with a gradient of 40-80% MeOH: water (with 0.1% formic acid) to afford a light pink solid: 8.8 mg (44% yield). 1H NMR (400 MHz, METHANOL-d4) δ ppm 2.21 (dd, J=6.35,...